Dataset: the Open Reaction Database (ORD), a public repository of structured organic reaction records. Task: describe an organic reaction: reactants, conditions, products, and yield The reactants are O=C(Cl)Oc1ccccc1, Cc1cc(N)on1, C1CCOC1, O, c1ccncc1. The product is Cc1cc(NC(=O)Oc2ccccc2)on1. As a reaction SMILES: [C:8]([O:9][c:10]1[cH:11][cH:12][cH:13][cH:14][cH:15]1)(=[O:16])[Cl:17].[NH2:1][c:2]1[cH:3][c:4]([CH3:7])[n:5][o:6]1.[O:19]1[CH2:20][CH2:21][CH2:22][CH2:23]1.[OH2:18].[cH:24]1[cH:25][cH:26][n:27][cH:28][cH:29]1>>[NH:1]([c:2]1[cH:3][c:4]([CH3:7])[n:5][o:6]1)[C:8]([O:9][c:10]1[cH:11][cH:12][cH:13][cH:14][cH:15]1)=[O:16]. The reactants are CCCCP(CCCC)CCCC, CCOC(=O)N=NC(=O)OCC, C1CCOC1, O, OCCCc1ccc(OCc2coc(C=Cc3ccccc3)n2)cc1, c1nc[nH]n1. Yields the product C(=Cc1nc(COc2ccc(CCCn3cncn3)cc2)co1)c1ccccc1. Reaction SMILES: [CH2:26]([P:27]([CH2:28][CH2:29][CH2:30][CH3:31])[CH2:32][CH2:33][CH2:34][CH3:35])[CH2:36][CH2:37][CH3:38].[O:44]=[C:45]([O:46][CH2:47][CH3:48])[N:49]=[N:50][C:51]([O:52][CH2:53][CH3:54])=[O:55].[O:56]1[CH2:57][CH2:58][CH2:59][CH2:60]1.[OH2:61].[c:1]1([CH:7]=[CH:8][c:9]2[o:10][cH:11][c:12]([CH2:14][O:15][c:16]3[cH:17][cH:18][c:19]([CH2:22][CH2:23][CH2:24][OH:25])[cH:20][cH:21]3)[n:13]2)[cH:2][cH:3][cH:4][cH:5][cH:6]1.[nH:39]1[n:40][cH:41][n:42][cH:43]1>>[c:1]1([CH:7]=[CH:8][c:9]2[o:10][cH:11][c:12]([CH2:14][O:15][c:16]3[cH:17][cH:18][c:19]([CH2:22][CH2:23][CH2:24][n:39]4[n:40][cH:41][n:42][cH:43]4)[cH:20][cH:21]3)[n:13]2)[cH:2][cH:3][cH:4][cH:5][cH:6]1. Starting materials: COC(=O)C1C(C(=O)OC)C1(Br)CO, CCOCC, ClCCl, O=[Cr](=O)([O-])Cl, c1cc[nH+]cc1. Product: COC(=O)C1C(C(=O)OC)C1(Br)C=O. RXN SMILES: [Br:1][C:2]1([CH2:13][OH:14])[CH:3]([C:9](=[O:10])[O:11][CH3:12])[CH:4]1[C:5](=[O:6])[O:7][CH3:8].[CH3:26][CH2:27][O:28][CH2:29][CH3:30].[Cl:31][CH2:32][Cl:33].[O:15]=[Cr:16]([Cl:17])([O-:18])=[O:19].[nH+:20]1[cH:21][cH:22][cH:23][cH:24][cH:25]1>>[Br:1][C:2]1([CH:13]=[O:14])[CH:3]([C:9](=[O:10])[O:11][CH3:12])[CH:4]1[C:5](=[O:6])[O:7][CH3:8]. Starting materials: ClC1=C(C(=O)Cl)C=C(C(=C1)Cl)F (2,4-dichloro-5-fluorobenzoyl chloride), ClC(=C)Cl (1,1-dichloroethylene), [Cl-].[Al+3].[Cl-].[Cl-] (aluminum chloride), ice, Cl (hydrochloric acid). Solvent: C(Cl)Cl (methylene chloride). The product is ClC1=C(C=C(C(=C1)Cl)F)C(=O)C=C(Cl)Cl (2,2-dichlorovinyl 2,4-dichloro-5-fluorophenyl ketone). The yield is 96.7%. RXN SMILES: [Cl:1][C:2]1[CH:10]=[C:9]([Cl:11])[C:8]([F:12])=[CH:7][C:3]=1[C:4](Cl)=[O:5].[Cl:13][C:14]([Cl:16])=[CH2:15].[Cl-].[Al+3].[Cl-].[Cl-].Cl>C(Cl)Cl>[Cl:1][C:2]1[CH:10]=[C:9]([Cl:11])[C:8]([F:12])=[CH:7][C:3]=1[C:4]([CH:15]=[C:14]([Cl:16])[Cl:13])=[O:5] |f:2.3.4.5|. Procedure details: 136.5 g (0.6 mole) of 2,4-dichloro-5-fluorobenzoyl chloride and 97 g (1 mole) of 1,1-dichloroethylene are successively added dropwise to a suspension of 84 g of anhydrous aluminum chloride in 300 ml of methylene chloride, while cooling with ice and stirring, during which the temperature should not exceed 30° C. The mixture is stirred at room temperature for 3 hours and poured onto a mixture of about 600 g of ice and 60 ml of concentrated hydrochloric acid, the organic phase is separated off and ... The product is NCC1(CCN2CCC3=C(C2C1)OC1=C3C=CC=C1)NCC=C ((2RS,12bSR)-2-aminomethyl-2-(2-propenylamino)-1,3,4,6,7,12b-hexahydro-2H-benzofuro[2,3-a]quinolizine). As a reaction SMILES: [C:1]([C:3]1([NH:20][CH2:21][CH:22]=[CH2:23])[CH2:12][CH:11]2[N:6]([CH2:7][CH2:8][C:9]3[C:15]4[CH:16]=[CH:17][CH:18]=[CH:19][C:14]=4[O:13][C:10]=32)[CH2:5][CH2:4]1)#[N:2].[H-].[Al+3].[Li+].[H-].[H-].[H-]>O1CCCC1.CCOCC>[NH2:2][CH2:1][C:3]1([NH:20][CH2:21][CH:22]=[CH2:23])[CH2:12][CH:11]2[N:6]([CH2:7][CH2:8][C:9]3[C:15]4[CH:16]=[CH:17][CH:18]=[CH:19][C:14]=4[O:13][C:10]=32)[CH2:5][CH2:4]1 |f:1.2.3.4.5.6|. Starting materials: C(#N)C1(CCN2CCC3=C(C2C1)OC1=C3C=CC=C1)NCC=C ((2RS,12bSR)-2-cyano-2-(2-propenylamino)-1,3,4,6,7,12b-hexahydro-2H-benzofuro[2,3-a]quinolizine), [H-].[Al+3].[Li+].[H-].[H-].[H-] (lithium aluminum hydride). Conditions: temperature 0 celsius, time 1.5 hour. Reported procedure: A solution of 0.325 grams (1.11 mmol) of (2RS,12bSR)-2-cyano-2-(2-propenylamino)-1,3,4,6,7,12b-hexahydro-2H-benzofuro[2,3-a]quinolizine in 7 milliliters of tetrahydrofuran is added to a solution of 0.084 gram (2.22 mmol) of lithium aluminum hydride in 60 milliliters of ether which has been cooled to 0° C. The reaction mixture is stirred for 1.5 hours and then quenched with water. The resulting mixture is filtered through a pad of celite and the pad then washed with methanol and methylene chlorid... Run in O1CCCC1 (tetrahydrofuran), CCOCC (ether). Starting materials: BrC1=CC=C(C=C1)C1N(C(CC1)C1=CC=C(C=C1)Br)C1=CC=C(C=C1)C(C)(C)C (2,5-bis(4-bromophenyl)-1-(4-tert-butylphenyl)pyrrolidine), C1CCOC1 (THF), C[Si](C)(C)C#C (trimethylsilylacetylene), C[Si](C)(C)C#C (trimethylsilylacetylene), [Al] (aluminum). Reagents/catalysts: Cl[Pd]([P](C1=CC=CC=C1)(C2=CC=CC=C2)C3=CC=CC=C3)([P](C4=CC=CC=C4)(C5=CC=CC=C5)C6=CC=CC=C6)Cl (bis(triphenylphosphine)palladium(II) dichloride), [Cu]I (copper(I) iodide), Cl[Pd]([P](C1=CC=CC=C1)(C2=CC=CC=C2)C3=CC=CC=C3)([P](C4=CC=CC=C4)(C5=CC=CC=C5)C6=CC=CC=C6)Cl (bis(triphenylphosphine)palladium(II) dichloride), [Cu]I (copper(I) iodide). Run in C(C)N(CC)CC (triethylamine), CCOCC (Et2O). Conditions: time 5 minute. Product: C(C)(C)(C)C1=CC=C(C=C1)N1C(CCC1C1=CC=C(C=C1)C#C[Si](C)(C)C)C1=CC=C(C=C1)C#C[Si](C)(C)C (1-(4-tert-butylphenyl)-2,5-bis(4-((trimethylsilyl)ethynyl)phenyl)pyrrolidine). Yield: 89.0%. RXN SMILES: Br[C:2]1[CH:7]=[CH:6][C:5]([CH:8]2[CH2:12][CH2:11][CH:10]([C:13]3[CH:18]=[CH:17][C:16](Br)=[CH:15][CH:14]=3)[N:9]2[C:20]2[CH:25]=[CH:24][C:23]([C:26]([CH3:29])([CH3:28])[CH3:27])=[CH:22][CH:21]=2)=[CH:4][CH:3]=1.[CH2:30]1[CH2:34]OCC1.[CH3:35][Si:36]([C:39]#[CH:40])([CH3:38])[CH3:37].[Al]>CCOCC.Cl[Pd](Cl)([P](C1C=CC=CC=1)(C1C=CC=CC=1)C1C=CC=CC=1)[P](C1C=CC=CC=1)(C1C=CC=CC=1)C1C=CC=CC=1.[Cu]I.C(N(CC)CC)C>[C:26]([C:23]1[CH:22]=[CH:21][C:20]([N:9]2[CH:10]([C:13]3[CH:18]=[CH:17][C:16]([C:40]#[C:39][Si:36]([CH3:38])([CH3:37])[CH3:35])=[CH:15][CH:14]=3)[CH2:11][CH2:12][CH:8]2[C:5]2[CH:6]=[CH:7][C:2]([C:34]#[C:30][Si:36]([CH3:38])([CH3:37])[CH3:35])=[CH:3][CH:4]=2)=[CH:25][CH:24]=1)([CH3:29])([CH3:28])[CH3:27] |^1:49,68|. Procedure: To an oven-dried microwave tube (Size M, 5 mL) purged with nitrogen, added the product of Example 42C (340 mg, 0.662 mmol), bis(triphenylphosphine)palladium(II) dichloride (18.60 mg, 0.026 mmol), THF (2 mL), and triethylamine (2 mL). Stirred at room temperature for 5 min, then added copper(I) iodide (2.52 mg, 0.013 mmol), stirred the yellow mixture for 2 min, then nitrogen bubbled through for 15 min. Added trimethylsilylacetylene (0.374 mL, 2.65 mmol), sealed the tube with an aluminum crimp cap,...